From a dataset of the Open Reaction Database (ORD), a public repository of structured organic reaction records. describe an organic reaction: reactants, conditions, products, and yield Reactants: S(=O)(Cl)Cl (thionyl chloride), COC1=CC=C(C2=C1OCCO2)C(=O)O (8-methoxy-1,4-benzodioxane-5-carboxylic acid). Product: COC1=CC=C(C2=C1OCCO2)C(=O)Cl (8-methoxy-1,4-benzodioxane-5-carbonyl chloride). The yield is 100.6%. As a reaction SMILES: S(Cl)([Cl:3])=O.[CH3:5][O:6][C:7]1[C:12]2[O:13][CH2:14][CH2:15][O:16][C:11]=2[C:10]([C:17]([OH:19])=O)=[CH:9][CH:8]=1>>[CH3:5][O:6][C:7]1[C:12]2[O:13][CH2:14][CH2:15][O:16][C:11]=2[C:10]([C:17]([Cl:3])=[O:19])=[CH:9][CH:8]=1. Procedure: 391 g of thionyl chloride and 138 g of 8-methoxy-1,4-benzodioxane-5-carboxylic acid were introduced into a ballon flask provided with a condenser. The mixture was heated to 50°-55° C. and the excess thionyl chloride was distilled off under vacuum. 151 g of 8-methoxy-1,4-benzodioxane-5-carbonyl chloride were obtained (yield: 100%).